Dataset: the Open Reaction Database (ORD), a public repository of structured organic reaction records. Task: describe an organic reaction: reactants, conditions, products, and yield Reactants: [Si](C1=CC=CC=C1)(C1=CC=CC=C1)(C(C)(C)C)OC1=C2CCC(C(C2=CC=C1)=O)C(=O)OCC (5-t-butyldiphenylsilyloxy-2-ethoxycarbonyl-1-oxo-1,2,3,4-tetrahydronaphthalene), [BH4-].[Na+] (NaBH4). The solvent is C(C)O (ethanol), O1CCCC1 (tetrahydrofuran). Run at time 6 hour. Product: OC1C(CCC2=C(C=CC=C12)O[Si](C1=CC=CC=C1)(C1=CC=CC=C1)C(C)(C)C)C(=O)OCC (1-hydroxy-2-ethoxycarbonyl-5-t-butyldiphenylsilyloxy-1,2,3,4-tetrahydronaphthalene). The yield is 46.3%. As a reaction SMILES: [Si:1]([O:18][C:19]1[CH:28]=[CH:27][CH:26]=[C:25]2[C:20]=1[CH2:21][CH2:22][CH:23]([C:30]([O:32][CH2:33][CH3:34])=[O:31])[C:24]2=[O:29])([C:14]([CH3:17])([CH3:16])[CH3:15])([C:8]1[CH:13]=[CH:12][CH:11]=[CH:10][CH:9]=1)[C:2]1[CH:7]=[CH:6][CH:5]=[CH:4][CH:3]=1.[BH4-].[Na+]>C(O)C.O1CCCC1>[OH:29][CH:24]1[C:25]2[C:20](=[C:19]([O:18][Si:1]([C:14]([CH3:17])([CH3:16])[CH3:15])([C:8]3[CH:9]=[CH:10][CH:11]=[CH:12][CH:13]=3)[C:2]3[CH:7]=[CH:6][CH:5]=[CH:4][CH:3]=3)[CH:28]=[CH:27][CH:26]=2)[CH2:21][CH2:22][CH:23]1[C:30]([O:32][CH2:33][CH3:34])=[O:31] |f:1.2|. Procedure: To a solution of 5-t-butyldiphenylsilyloxy-2-ethoxycarbonyl-1-oxo-1,2,3,4-tetrahydronaphthalene (17 g) in a mixture of ethanol (100 ml) and tetrahydrofuran (100 ml) was added NaBH4 (1.4 g) at 0° C. After the mixture was stirred for 6 hours at room temperature, the solvent was removed in vacuo. The residue was dissolved in a mixture of ethyl acetate and water and the organic solution was washed with 1N-HCl solution, sat. NaHCO3, and brine. The dried solvent was evaporated in vacuo and the residue... Reactants: COC1=NC(=NC(=C1)OC)NC(=O)NS(=O)(=O)C1=C(C=CC=C1)C(=O)OC (N-[(4,6-dimethoxypyrimidin-2-yl)aminocarbonyl]-2-methoxycarbonylbenzenesulfonamide), C(C)O (ethanol), [OH-].[K+] (potassium hydroxide). Run in O (water), Cl (hydrochloric acid), O (water). Conditions: time 18 hour. Product: COC1=NC(=NC(=C1)OC)NC(=O)NS(=O)(=O)C1=C(C=CC=C1)C(=O)O (N-[(4,6-Dimethoxypyrimidin-2-yl)aminocarbonyl]-2-carboxybenzenesulfonamide). The yield is 100.6%. Reaction SMILES: [CH3:1][O:2][C:3]1[CH:8]=[C:7]([O:9][CH3:10])[N:6]=[C:5]([NH:11][C:12]([NH:14][S:15]([C:18]2[CH:23]=[CH:22][CH:21]=[CH:20][C:19]=2[C:24]([O:26]C)=[O:25])(=[O:17])=[O:16])=[O:13])[N:4]=1.C(O)C.[OH-].[K+]>O.Cl>[CH3:1][O:2][C:3]1[CH:8]=[C:7]([O:9][CH3:10])[N:6]=[C:5]([NH:11][C:12]([NH:14][S:15]([C:18]2[CH:23]=[CH:22][CH:21]=[CH:20][C:19]=2[C:24]([OH:26])=[O:25])(=[O:17])=[O:16])=[O:13])[N:4]=1 |f:2.3|. Reported procedure: A mixture containing 5 g of N-[(4,6-dimethoxypyrimidin-2-yl)aminocarbonyl]-2-methoxycarbonylbenzenesulfonamide, 20 ml of ethanol, 2.5 ml of water and 2.5 g of potassium hydroxide was stirred at ambient temperature and pressure for 18 hours. The mixture was then diluted with 250 ml of water and 20 ml of concentrated hydrochloric acid was added with stirring. The precipitate was filtered and washed with water and dried to yield 4.85 g of the desired product, melting at 161°-2° C. The infrared abso... The reactants are NCCO (2-aminoethanol), C1(=CC=CS1)C(=O)C1=CC=C(C(C(=O)Cl)C)C=C1 (p-(2-thenoyl)hydratropoyl chloride). Run in C(Cl)(Cl)Cl (chloroform), C(Cl)(Cl)Cl (chloroform). The product is OCCNC(C(C)C1=CC=C(C=C1)C(C1=CC=CS1)=O)=O (N-(2-hydroxyethyl)-p-(2-thenoyl)hydratropamide). Reaction SMILES: [NH2:1][CH2:2][CH2:3][OH:4].[C:5]1([C:10]([C:12]2[CH:22]=[CH:21][C:15]([CH:16]([CH3:20])[C:17](Cl)=[O:18])=[CH:14][CH:13]=2)=[O:11])[S:9][CH:8]=[CH:7][CH:6]=1>C(Cl)(Cl)Cl>[OH:4][CH2:3][CH2:2][NH:1][C:17](=[O:18])[CH:16]([C:15]1[CH:14]=[CH:13][C:12]([C:10](=[O:11])[C:5]2[S:9][CH:8]=[CH:7][CH:6]=2)=[CH:22][CH:21]=1)[CH3:20]. Reported procedure: To a stirred solution of 2.44 parts of 2-aminoethanol in 15 parts of chloroform is added dropwise a solution of 5.6 parts of p-(2-thenoyl)hydratropoyl chloride in 15 parts of chloroform at room temperature (highly exothermic reaction). Upon completion, the whole is stirred and refluxed for one hour. The reaction mixture is cooled and washed with a 1N hydrochloric acid solution. The organic layer is separated, washed twice with water, dried, filtered and evaporated. The oily residue solidifies on... The reactants are BrC1=NN(C(=N1)/C(=C/C1=NN2C(C(=NC=C2C)C)=N1)/C)C ((E)-2-(2-(3-bromo-1-methyl-1H-1,2,4-triazol-5-yl)prop-1-enyl)-5,8-dimethyl-[1,2,4]triazolo[1,5-a]pyrazine), N1CCCC1 (pyrrolidine). The product is CC1=CN=C(C=2N1N=C(N2)\C=C(/C)\C=2N(N=C(N2)N2CCCC2)C)C (5,8-dimethyl-2-[(E)-2-(2-methyl-5-pyrrolidin-1-yl-2H-[1,2,4]triazol-3-yl)-propenyl]-[1,2,4]triazolo[1,5-a]pyrazine). The yield is 25.0%. As a reaction SMILES: Br[C:2]1[N:6]=[C:5](/[C:7](/[CH3:20])=[CH:8]/[C:9]2[N:19]=[C:12]3[C:13]([CH3:18])=[N:14][CH:15]=[C:16]([CH3:17])[N:11]3[N:10]=2)[N:4]([CH3:21])[N:3]=1.[NH:22]1[CH2:26][CH2:25][CH2:24][CH2:23]1>>[CH3:17][C:16]1[N:11]2[N:10]=[C:9](/[CH:8]=[C:7](/[C:5]3[N:4]([CH3:21])[N:3]=[C:2]([N:22]4[CH2:26][CH2:25][CH2:24][CH2:23]4)[N:6]=3)\[CH3:20])[N:19]=[C:12]2[C:13]([CH3:18])=[N:14][CH:15]=1. Procedure: Was prepared in the same manner as described in Example 87a) using (E)-2-(2-(3-bromo-1-methyl-1H-1,2,4-triazol-5-yl)prop-1-enyl)-5,8-dimethyl-[1,2,4]triazolo[1,5-a]pyrazine (448 mg, 1.29 mmol, Eq: 1.00) instead of 2-[(E)-2-(5-bromo-2-methyl-2H-[1,2,4]triazol-3-yl)-vinyl]-5,8-dimethyl-[1,2,4]triazolo[1,5-a]pyrazine and pyrrolidine (183 mg, 213 μl, 2.57 mmol, Eq: 2) instead of pyrrolidin-2-one affording 5,8-dimethyl-2-[(E)-2-(2-methyl-5-pyrrolidin-1-yl-2H-[1,2,4]triazol-3-yl)-propenyl]-[1,2,4]tria... Reactants: FC=1C=CC2=C(CCO2)C1 (5-fluoro-2,3-dihydrobenzofuran), [N+](=O)(O)[O-] (nitric acid), ice water. The solvent is C(C)(=O)OC(C)=O (acetic anhydride), C(C)(=O)OC(C)=O (acetic anhydride). Reaction conditions: time 2 hour. The product is FC=1C=C(C2=C(CCO2)C1)[N+](=O)[O-] (5-Fluoro-7-nitro-2,3-dihydrobenzofuran). RXN SMILES: [N+:1]([O-:4])(O)=[O:2].[F:5][C:6]1[CH:7]=[CH:8][C:9]2[O:13][CH2:12][CH2:11][C:10]=2[CH:14]=1>C(OC(=O)C)(=O)C>[F:5][C:6]1[CH:7]=[C:8]([N+:1]([O-:4])=[O:2])[C:9]2[O:13][CH2:12][CH2:11][C:10]=2[CH:14]=1. Procedure: A mixture of nitric acid (100%, 1.5 ml, 36 mmol) in acetic anhydride (18 ml) was maintained at room temperature for 0.5 hour. The mixture was added to a solution of 5-fluoro-2,3-dihydrobenzofuran (2.5 g, 18 mmol) in 10 ml acetic anhydride at 10° C. The reaction mixture was stirred at room temperature for 2 hours then poured into ice-water. The mixture was extracted with methylene chloride (3×60 ml), washed with 1N sodium hydroxide (5×100 ml) and brine (200 ml). The organic layer was dried over a... The reactants are FC1=C(C=C(C=C1)F)C1=NN(C(=N1)[C@@H](C(C)(C)C)N(C(=O)N1C[C@@H](O[C@@H](C1)C)C)C[C@@H]1CN(C[C@@H]1F)C(=O)OCC1=CC=CC=C1)CC1=CC(=CC=C1)F ((3R,4R)-benzyl 3-(((2S,6R)—N—((R)-1-(3-(2,5-difluorophenyl)-1-(3-fluorobenzyl)-1H-1,2,4-triazol-5-yl)-2,2-dimethylpropyl)-2,6-dimethylmorpholine-4-carboxamido)methyl)-4-fluoropyrrolidine-1-carboxylate). Reagents/catalysts: [Pd] (Pd/C). Solvent: C(C)O (ethanol). Reaction conditions: time 8 hour. The product is FC1=C(C=C(C=C1)F)C1=NN(C(=N1)[C@@H](C(C)(C)C)N(C(=O)N1C[C@@H](O[C@@H](C1)C)C)C[C@@H]1CNC[C@@H]1F)CC1=CC(=CC=C1)F ((2S,6R)—N—((R)-1-(3-(2,5-difluorophenyl)-1-(3-fluorobenzyl)-1H-1,2,4-triazol-5-yl)-2,2-dimethylpropyl)-N-(((3S,4R)-4-fluoropyrrolidin-3-yl)methyl)-2,6-dimethylmorpholine-4-carboxamide), amine. Yield: 63.0%. Reaction SMILES: [F:1][C:2]1[CH:7]=[CH:6][C:5]([F:8])=[CH:4][C:3]=1[C:9]1[N:13]=[C:12]([C@H:14]([N:19]([CH2:30][C@H:31]2[C@@H:35]([F:36])[CH2:34][N:33](C(OCC3C=CC=CC=3)=O)[CH2:32]2)[C:20]([N:22]2[CH2:27][C@@H:26]([CH3:28])[O:25][C@@H:24]([CH3:29])[CH2:23]2)=[O:21])[C:15]([CH3:18])([CH3:17])[CH3:16])[N:11]([CH2:47][C:48]2[CH:53]=[CH:52][CH:51]=[C:50]([F:54])[CH:49]=2)[N:10]=1>C(O)C.[Pd]>[F:1][C:2]1[CH:7]=[CH:6][C:5]([F:8])=[CH:4][C:3]=1[C:9]1[N:13]=[C:12]([C@H:14]([N:19]([CH2:30][C@H:31]2[C@@H:35]([F:36])[CH2:34][NH:33][CH2:32]2)[C:20]([N:22]2[CH2:23][C@@H:24]([CH3:29])[O:25][C@@H:26]([CH3:28])[CH2:27]2)=[O:21])[C:15]([CH3:17])([CH3:16])[CH3:18])[N:11]([CH2:47][C:48]2[CH:53]=[CH:52][CH:51]=[C:50]([F:54])[CH:49]=2)[N:10]=1. Procedure details: To a solution of (3R,4R)-benzyl 3-(((2S,6R)—N—((R)-1-(3-(2,5-difluorophenyl)-1-(3-fluorobenzyl)-1H-1,2,4-triazol-5-yl)-2,2-dimethylpropyl)-2,6-dimethylmorpholine-4-carboxamido)methyl)-4-fluoropyrrolidine-1-carboxylate (35 mg, 0.047 mmol) in degassed ethanol (10 mL, 4.7 mM solution) was added Pd/C (0.99 mg, 10 wt %) under anhydrous N2 atmosphere. After flushed with hydrogen gas, the reaction mixture equipped with a hydrogen gas balloon was stirred at room temperature for overnight. The reaction m... Reactants: O=C([O-])[O-], C1COCCO1, C=CC(C)=O, [K+], [K+], O=Cc1cc(Oc2ccccc2)ccc1O, O. Yields the product CC(=O)C1=Cc2cc(Oc3ccccc3)ccc2OC1. RXN SMILES: [C:17](=[O:18])([O-:19])[O-:20].[CH2:29]1[O:30][CH2:31][CH2:32][O:33][CH2:34]1.[CH:23](=[CH2:24])[C:25](=[O:26])[CH3:27].[K+:21].[K+:22].[O:1]([c:2]1[cH:3][cH:4][cH:5][cH:6][cH:7]1)[c:8]1[cH:9][cH:10][c:11]([OH:16])[c:12]([CH:13]=[O:14])[cH:15]1.[OH2:28]>>[O:1]([c:2]1[cH:3][cH:4][cH:5][cH:6][cH:7]1)[c:8]1[cH:9][cH:10][c:11]2[c:12]([cH:15]1)[CH:13]=[C:23]([C:25](=[O:26])[CH3:27])[CH2:24][O:16]2. The reactants are CO (MeOH), B(Br)(Br)Br (Boron tribromide), solution, BrC=1C=NC2=C(C(=C(C=C2C1)OC)F)C (3-bromo-7-fluoro-6-methoxy-8-methyl-quinoline). Solvent: C(Cl)Cl (CH2Cl2), C(Cl)Cl (CH2Cl2). Run at time 24 hour. The product is BrC=1C=NC2=C(C(=C(C=C2C1)O)F)C (3-bromo-7-fluoro-8-methyl-quinolin-6-ol). The yield is 97.9%. As a reaction SMILES: B(Br)(Br)Br.[Br:5][C:6]1[CH:7]=[N:8][C:9]2[C:14]([CH:15]=1)=[CH:13][C:12]([O:16]C)=[C:11]([F:18])[C:10]=2[CH3:19].CO>C(Cl)Cl>[Br:5][C:6]1[CH:7]=[N:8][C:9]2[C:14]([CH:15]=1)=[CH:13][C:12]([OH:16])=[C:11]([F:18])[C:10]=2[CH3:19]. Reported procedure: Boron tribromide (80 ml of a 1M solution in CH2Cl2) was slowly added to a solution of 3-bromo-7-fluoro-6-methoxy-8-methyl-quinoline (5.40 g) in CH2Cl2 (300 ml) at 0° C., under an atmosphere of nitrogen. Upon warming to room temperature, the resulting brown mixture was stirred for 24 hrs and then treated with MeOH (100 ml), stirred for 1 hour and then concentrated under reduced pressure. The crude mixture was dissolved in ethyl acetate and washed with water, brine, dried over sodium sulphate anhy... Reactants: BrCC1CC1, Oc1cc(Cl)ccc1-c1nc2cc(F)c(F)cc2n1Cc1cccc(Cl)c1. The product is Fc1cc2nc(-c3ccc(Cl)cc3OCC3CC3)n(Cc3cccc(Cl)c3)c2cc1F. As a reaction SMILES: [Br:28][CH2:29][CH:30]1[CH2:31][CH2:32]1.[Cl:1][c:2]1[cH:3][cH:4][c:5](-[c:9]2[n:10][c:11]3[c:12]([n:13]2[CH2:14][c:15]2[cH:16][c:17]([Cl:21])[cH:18][cH:19][cH:20]2)[cH:22][c:23]([F:27])[c:24]([F:26])[cH:25]3)[c:6]([OH:8])[cH:7]1>>[Cl:1][c:2]1[cH:3][cH:4][c:5](-[c:9]2[n:10][c:11]3[c:12]([n:13]2[CH2:14][c:15]2[cH:16][c:17]([Cl:21])[cH:18][cH:19][cH:20]2)[cH:22][c:23]([F:27])[c:24]([F:26])[cH:25]3)[c:6]([O:8][CH2:29][CH:30]2[CH2:31][CH2:32]2)[cH:7]1. Reactants: C(C)(C)(C)OC(=O)NC1(CCC1)C1=CC=C(C=C1)C1=C(C=C(C(=N1)N(CC(=O)OC)C)[N+](=O)[O-])C1=CC=CC=C1 (methyl 2-((6-(4-(1-((tert-butoxycarbonyl)amino)cyclobutyl)phenyl)-3-nitro-5-phenylpyridin-2-yl)(methyl)amino)acetate), [H][H] (hydrogen). The reagents and catalysts are [Pd] (palladium on carbon). Run in C1CCOC1 (THF). Product: C(C)(C)(C)OC(NC1(CCC1)C1=CC=C(C=C1)C=1C(=CC2=C(N(CC(N2)=O)C)N1)C1=CC=CC=C1)=O (tert-butyl(1-(4-(4-methyl-2-oxo-7-phenyl-1,2,3,4-tetrahydropyrido[2,3-b]pyrazin-6-yl)phenyl)cyclobutyl)carbamate). Isolated yield 38.2%. Reaction SMILES: [C:1]([O:5][C:6]([NH:8][C:9]1([C:13]2[CH:18]=[CH:17][C:16]([C:19]3[N:24]=[C:23]([N:25]([CH3:31])[CH2:26][C:27]([O:29]C)=O)[C:22]([N+:32]([O-])=O)=[CH:21][C:20]=3[C:35]3[CH:40]=[CH:39][CH:38]=[CH:37][CH:36]=3)=[CH:15][CH:14]=2)[CH2:12][CH2:11][CH2:10]1)=[O:7])([CH3:4])([CH3:3])[CH3:2].[H][H]>[Pd].C1COCC1>[C:1]([O:5][C:6](=[O:7])[NH:8][C:9]1([C:13]2[CH:14]=[CH:15][C:16]([C:19]3[C:20]([C:35]4[CH:40]=[CH:39][CH:38]=[CH:37][CH:36]=4)=[CH:21][C:22]4[NH:32][C:27](=[O:29])[CH2:26][N:25]([CH3:31])[C:23]=4[N:24]=3)=[CH:17][CH:18]=2)[CH2:10][CH2:11][CH2:12]1)([CH3:2])([CH3:3])[CH3:4]. Procedure details: In a glass autoclave were added methyl 2-((6-(4-(1-((tert-butoxycarbonyl)amino)cyclobutyl)phenyl)-3-nitro-5-phenylpyridin-2-yl)(methyl)amino)acetate (800 mg, 1.46 mmol) and 10% palladium on carbon (300 mg, 0.28 mmol) in THF (100 ml). The solution was hydrogenated at room temperature under 1.5 atm hydrogen for 20 hours. The reaction mixture was filtered through celite, then concentrated to dryness under reduced pressure. The residue was purified by Biotage chromatography (cyclohexane:ethyl acetat...